From a dataset of the Open Reaction Database (ORD), a public repository of structured organic reaction records. describe an organic reaction: reactants, conditions, products, and yield Starting materials: O=[N+]([O-])c1ccc(Br)c2nonc12, CC(=O)O. Product: Nc1ccc(Br)c2nonc12. RXN SMILES: [Br:1][c:2]1[cH:3][cH:4][c:5]([N+:11]([O-:12])=[O:13])[c:6]2[c:7]1[n:8][o:9][n:10]2.[C:14]([OH:15])(=[O:16])[CH3:17]>>[Br:1][c:2]1[cH:3][cH:4][c:5]([NH2:11])[c:6]2[c:7]1[n:8][o:9][n:10]2. Starting materials: ClC(=O)OCC(C)C (Isobutyl chloroformate), CN1CCOCC1 (N-methylmorpholine), ice, COCCC(C#CC(=O)O)(N)C ((2-methoxy-ethyl)-methyl-amino-but-2-ynoic acid), BrC=1C=C(C=CC1)NC1=NC=NC2=CC=C(C=C12)N (N-(3-bromophenyl)-4,6-quinazolindiamine). Run in O1CCCC1 (tetrahydrofuran), N1=CC=CC=C1 (pyridine). Run at time 30 minute. Product: BrC=1C=C(C=CC1)NC1=NC=NC2=CC=C(C=C12)NC(C#CC(N)(C)CCOC)=O ((2-methoxy-ethyl)-methyl-amino-but-2-ynoic acid [4-(3-bromo-phenylamino)-quinazolin-6-yl]-amide). Isolated yield 25.1%. Reaction SMILES: ClC(OCC(C)C)=O.CN1CCOCC1.[CH3:16][O:17][CH2:18][CH2:19][C:20]([CH3:27])([NH2:26])[C:21]#[C:22][C:23]([OH:25])=O.[Br:28][C:29]1[CH:30]=[C:31]([NH:35][C:36]2[C:45]3[C:40](=[CH:41][CH:42]=[C:43]([NH2:46])[CH:44]=3)[N:39]=[CH:38][N:37]=2)[CH:32]=[CH:33][CH:34]=1>O1CCCC1.N1C=CC=CC=1>[Br:28][C:29]1[CH:30]=[C:31]([NH:35][C:36]2[C:45]3[C:40](=[CH:41][CH:42]=[C:43]([NH:46][C:23](=[O:25])[C:22]#[C:21][C:20]([CH2:19][CH2:18][O:17][CH3:16])([CH3:27])[NH2:26])[CH:44]=3)[N:39]=[CH:38][N:37]=2)[CH:32]=[CH:33][CH:34]=1. Procedure: Isobutyl chloroformate (0.845 g, 6.2 mmol) and N-methylmorpholine (1.2 g, 11.9 mmol) were added to an ice cold solution of 1.6 g (9.52 mmol) of (2-methoxy-ethyl)-methyl-amino-but-2-ynoic acid in 50 mL of tetrahydrofuran under nitrogen. After stirring for 30 min, a solution of 1.500 g of N-(3-bromophenyl)-4,6-quinazolindiamine in 15 mL of pyridine was added and the mixture was stirred for 2 hr at 0° C. The reaction was then quenched with ice water, then it was poured into saturated sodium bicarbo... The reactants are S(=O)(=O)(O)C1=CC=C(NCC(=O)C2=CC=CC=C2)C=C1 (2-(4-sulfoanilino)acetophenone), C(#N)CC(=O)OCC (ethyl cyanoacetate), C(C)(=O)[O-].[NH4+] (ammonium acetate). Run at temperature 130 celsius, time 25 minute. Product: [NH4+].C(#N)C=1C(N(CC1C1=CC=CC=C1)C1=CC=C(C=C1)S(=O)(=O)O)=O (3-Cyano-4-phenyl-1-(4-sulfophenyl)-3-pyrrolin-2-one, ammonium salt). The yield is 104.0%. Reaction SMILES: [S:1]([C:5]1[CH:20]=[CH:19][C:8]([NH:9][CH2:10][C:11]([C:13]2[CH:18]=[CH:17][CH:16]=[CH:15][CH:14]=2)=O)=[CH:7][CH:6]=1)([OH:4])(=[O:3])=[O:2].[C:21]([CH2:23][C:24](OCC)=[O:25])#[N:22].C([O-])(=O)C.[NH4+]>>[NH4+:9].[C:21]([C:23]1[C:24](=[O:25])[N:9]([C:8]2[CH:19]=[CH:20][C:5]([S:1]([OH:4])(=[O:3])=[O:2])=[CH:6][CH:7]=2)[CH2:10][C:11]=1[C:13]1[CH:18]=[CH:17][CH:16]=[CH:15][CH:14]=1)#[N:22] |f:2.3,4.5|. Procedure details: A mixture of 14.5 grams (50 mmol) of 2-(4-sulfoanilino)acetophenone, 45.2 grams (0.4 mol) of ethyl cyanoacetate and 12.2 grams (0.2 mol) of ammonium acetate in a reaction flask fitted with distillation head was stirred and placed in an oil bath pre-heated to 130° C. At an internal temperature of 60° C. the reaction mixture became easily stirrable. Distillate began to collect at 95° C. and the reaction was brought to an internal temperature of 115° C. After 25 minutes the product mixture had beco... The reactants are CC(=O)O, O=C([O-])[O-], COc1ccc(CNc2ncccc2CN)c(OC)c1, ClCCl, [Na+], [Na+], CC(C)(C)OC(=O)N1CCC(=O)CC1. Yields the product COc1ccc(CNc2ncccc2CNC2CCN(C(=O)OC(C)(C)C)CC2)c(OC)c1. Reaction SMILES: [C:35]([OH:36])(=[O:37])[CH3:38].[C:42](=[O:43])([O-:44])[O-:45].[CH3:1][O:2][c:3]1[c:4]([CH2:5][NH:6][c:7]2[n:8][cH:9][cH:10][cH:11][c:12]2[CH2:13][NH2:14])[cH:15][cH:16][c:17]([O:19][CH3:20])[cH:18]1.[Cl:39][CH2:40][Cl:41].[Na+:46].[Na+:47].[O:21]=[C:22]1[CH2:23][CH2:24][N:25]([C:28](=[O:29])[O:30][C:31]([CH3:32])([CH3:33])[CH3:34])[CH2:26][CH2:27]1>>[CH3:1][O:2][c:3]1[c:4]([CH2:5][NH:6][c:7]2[n:8][cH:9][cH:10][cH:11][c:12]2[CH2:13][NH:14][CH:22]2[CH2:23][CH2:24][N:25]([C:28](=[O:29])[O:30][C:31]([CH3:32])([CH3:33])[CH3:34])[CH2:26][CH2:27]2)[cH:15][cH:16][c:17]([O:19][CH3:20])[cH:18]1. Starting materials: BrC1=C(C=CC(=C1)F)C(C(C1=CC=CC=C1)(F)F)(F)F (2-bromo-4,α,α,α',α'-pentafluorobibenzyl), cuprous cyanide, N1=CC=CC2=CC=CC=C12 (quinoline). The solvent is CN(C=O)C (dimethylformamide). The product is FC1=CC=C(C(C(F)(F)C2=C(C#N)C=CC=C2)(F)F)C=C1 (2-(4,α,α,β,β-pentafluorophenethyl)benzonitrile). Reaction SMILES: Br[C:2]1[CH:7]=[C:6]([F:8])[CH:5]=[CH:4][C:3]=1[C:9]([F:20])([F:19])[C:10]([F:18])([F:17])[C:11]1[CH:16]=[CH:15][CH:14]=[CH:13][CH:12]=1.[N:21]1C2C(=CC=CC=2)C=C[CH:22]=1>CN(C)C=O>[F:8][C:6]1[CH:5]=[CH:4][C:3]([C:9]([F:20])([F:19])[C:10]([C:11]2[CH:16]=[CH:15][CH:14]=[CH:13][C:12]=2[C:22]#[N:21])([F:18])[F:17])=[CH:2][CH:7]=1. Reported procedure: A mixture of 8.5 g. (0.024 mole) of 2-bromo-4,α,α,α',α'-pentafluorobibenzyl, 6.4 g. of cuprous cyanide, 75 ml. of dry quinoline and 7.5 ml. of dry dimethylformamide is stirred and heated to refluxing for 34 hours. The precipitate is removed from the cooled mixture by filtration and washed with a mixture of benzene and ether. Solvents are evaporated from the filtrate under reduced pressure leaving the product as an oily black solid. Sublimation at 80°C. and 0.05 mm. yields light brown solid, m.p.... The reactants are CCO, S=C=Nc1ccc(Cl)c(Cl)c1, N#CN, [Na]. Yields the product N#CNC(=S)Nc1ccc(Cl)c(Cl)c1. Reaction SMILES: [CH3:16][CH2:17][OH:18].[Cl:5][c:6]1[cH:7][c:8]([N:13]=[C:14]=[S:15])[cH:9][cH:10][c:11]1[Cl:12].[N:1]#[C:2][NH2:3].[Na:4]>>[N:1]#[C:2][NH:3][C:14]([NH:13][c:8]1[cH:7][c:6]([Cl:5])[c:11]([Cl:12])[cH:10][cH:9]1)=[S:15]. The reactants are ClC1=C(C=NN1C1=CC(=CC=C1)Cl)C(=O)NC (5-chloro-1-(3-chlorophenyl)-N-methyl-1H-pyrazole-4-carboxamide), COC=1C=CC(=CC1)P2(=S)SP(=S)(S2)C=3C=CC(=CC3)OC (Lawesson's Reagent). The solvent is C1(=CC=CC=C1)C (toluene). Yields the product ClC1=C(C=NN1C1=CC(=CC=C1)Cl)C(NC)=S (5-Chloro-1-(3-chlorophenyl)-N-methyl-1H-pyrazole-4-thiocarboxamide). The yield is 56.0%. RXN SMILES: [Cl:1][C:2]1[N:6]([C:7]2[CH:12]=[CH:11][CH:10]=[C:9]([Cl:13])[CH:8]=2)[N:5]=[CH:4][C:3]=1[C:14]([NH:16][CH3:17])=O.COC1C=CC(P2(SP(C3C=CC(OC)=CC=3)(=S)S2)=[S:27])=CC=1>C1(C)C=CC=CC=1>[Cl:1][C:2]1[N:6]([C:7]2[CH:12]=[CH:11][CH:10]=[C:9]([Cl:13])[CH:8]=2)[N:5]=[CH:4][C:3]=1[C:14](=[S:27])[NH:16][CH3:17]. Reported procedure: A solution of 3.0 g of 5-chloro-1-(3-chlorophenyl)-N-methyl-1H-pyrazole-4-carboxamide and 6.5 g of Lawesson's Reagent in 150 ml toluene was refluxed for one hour. The solution was cooled and the volatiles were removed under reduced pressure. The residue was chromatographed over silica gel eluting with methylene chloride. The fractions containing the major component were combined and the solvent was evaporated therefrom to afford 1.6 g, following recrystallization from toluene, of 5-chloro-1-(3-c... Starting materials: [Al+3], C1CCOC1, [H-], [H-], [H-], [H-], [Li+], [N-]=[N+]=NC1(CCO)c2cc(Br)ccc2Oc2c1cc(Cl)nc2F. The product is NC1(CCO)c2cc(Br)ccc2Oc2c1cc(Cl)nc2F. RXN SMILES: [Al+3:2].[CH2:30]1[O:31][CH2:32][CH2:33][CH2:34]1.[H-:1].[H-:4].[H-:5].[H-:6].[Li+:3].[N:7](=[N+:8]=[N-:9])[C:10]1([CH2:27][CH2:28][OH:29])[c:11]2[cH:12][c:13]([Br:26])[cH:14][cH:15][c:16]2[O:17][c:18]2[c:19]([F:25])[n:20][c:21]([Cl:24])[cH:22][c:23]21>>[NH2:7][C:10]1([CH2:27][CH2:28][OH:29])[c:11]2[cH:12][c:13]([Br:26])[cH:14][cH:15][c:16]2[O:17][c:18]2[c:19]([F:25])[n:20][c:21]([Cl:24])[cH:22][c:23]21.